Dataset: the Open Reaction Database (ORD), a public repository of structured organic reaction records. Task: describe an organic reaction: reactants, conditions, products, and yield The reactants are C(C)(C)(C)OC(NCC(=O)N1CCN(CC1)CC1=CC(=C(C=C1)NC1=NN2C(C=N1)=CC=C2C2=C(C=CC=C2)N(C)S(=O)(=O)C)OC)=O ({2-[4-(4-{7-[2-(Methanesulfonyl-methyl-amino)-phenyl]-pyrrolo[2,1-f][1,2,4]triazin-2-ylamino}-3-methoxy-benzyl)-piperazin-1-yl]-2-oxo-ethyl}-carbamic acid tert-butyl ester), FC(C(=O)O)(F)F (Trifluoroacetic Acid). The solvent is C(Cl)Cl (Methylene chloride). Yields the product NCC(=O)N1CCN(CC1)CC1=CC(=C(C=C1)NC1=NN2C(C=N1)=CC=C2C2=C(C=CC=C2)N(S(=O)(=O)C)C)OC (N-[2-(2-{4-[4-(2-Amino-acetyl)-piperazin-1-ylmethyl]-2-methoxy-phenylamino}-pyrrolo[2,1-f][1,2,4]triazin-7-yl)-phenyl]-N-methyl-methanesulfonamide). RXN SMILES: C(OC(=O)[NH:7][CH2:8][C:9]([N:11]1[CH2:16][CH2:15][N:14]([CH2:17][C:18]2[CH:23]=[CH:22][C:21]([NH:24][C:25]3[N:30]=[CH:29][C:28]4=[CH:31][CH:32]=[C:33]([C:34]5[CH:39]=[CH:38][CH:37]=[CH:36][C:35]=5[N:40]([S:42]([CH3:45])(=[O:44])=[O:43])[CH3:41])[N:27]4[N:26]=3)=[C:20]([O:46][CH3:47])[CH:19]=2)[CH2:13][CH2:12]1)=[O:10])(C)(C)C.FC(F)(F)C(O)=O>C(Cl)Cl>[NH2:7][CH2:8][C:9]([N:11]1[CH2:16][CH2:15][N:14]([CH2:17][C:18]2[CH:23]=[CH:22][C:21]([NH:24][C:25]3[N:30]=[CH:29][C:28]4=[CH:31][CH:32]=[C:33]([C:34]5[CH:39]=[CH:38][CH:37]=[CH:36][C:35]=5[N:40]([CH3:41])[S:42]([CH3:45])(=[O:44])=[O:43])[N:27]4[N:26]=3)=[C:20]([O:46][CH3:47])[CH:19]=2)[CH2:13][CH2:12]1)=[O:10]. Procedure details: Into an 8 dram vial, {2-[4-(4-{7-[2-(Methanesulfonyl-methyl-amino)-phenyl]-pyrrolo[2,1-f][1,2,4]triazin-2-ylamino}-3-methoxy-benzyl)-piperazin-1-yl]-2-oxo-ethyl}-carbamic acid tert-butyl ester (78 mg, 0.11 mmol), Methylene chloride (2.00 mL), and Trifluoroacetic Acid (1.00 mL, 13.0 mmol) were added. The reaction was stirred at room temperature over the weekend. The reaction was partitioned with saturated NaHCO3 and DCM. The organic was separated, washed with Brine and dried over Na2SO4. The soli... Reactants: Cl (hydrochloric acid), C1(CCC1)C1=C(C=CC=C1)OCOC (1-cyclobutyl-2-methoxymethoxybenzene), CN(C=O)C (N,N-dimethylformamide), C(C)(CC)[Li].C1CCCCC1 (s-butyllithium cyclohexane). Solvent: O1CCCC1 (tetrahydrofuran). Reaction conditions: time 2 hour. Product: C1(CCC1)C=1C(=C(C=O)C=CC1)O (3-cyclobutyl-2-hydroxybenzaldehyde). RXN SMILES: [CH:1]1([C:5]2[CH:10]=[CH:9][CH:8]=[CH:7][C:6]=2[O:11]COC)[CH2:4][CH2:3][CH2:2]1.C([Li])(CC)C.C1CCCCC1.CN(C)[CH:28]=[O:29].Cl>O1CCCC1>[CH:1]1([C:5]2[C:6]([OH:11])=[C:7]([CH:8]=[CH:9][CH:10]=2)[CH:28]=[O:29])[CH2:2][CH2:3][CH2:4]1 |f:1.2|. Reported procedure: 1-cyclobutyl-2-methoxymethoxybenzene (1.18 g) was dissolved in tetrahydrofuran (11 mL), and a 1.01M s-butyllithium-cyclohexane solution (8.7 mL) was added to the solution at −60° C. over 15 minutes under an argon gas flow, and then the mixture was stirred for 2 hours. N,N-dimethylformamide (0.90 mL) was added and the mixture was stirred at the same temperature for 2 hours. 4N hydrochloric acid (15 mL) was added at room temperature, and then the mixture was stirred at 60° C. for 20 hours. The sol...